Dataset: the Open Reaction Database (ORD), a public repository of structured organic reaction records. Task: describe an organic reaction: reactants, conditions, products, and yield Starting materials: OC1=C(C=C(C(=C1)NS(=O)(=O)C)OC1=CC=CC=C1)C(=O)C (methyl 2-hydroxy-4-methylsulfonylamino-5-phenoxyphenyl ketone), ice water, Cl (hydrochloric acid), C(C(=O)OCC)(=O)OCC (diethyl oxalate), [H-].[Na+] (sodium hydride). Run in C(C)O (ethanol). Run at temperature 80 celsius, time 10 minute. Product: C(C)OC(=O)C=1OC2=C(C(C1)=O)C=C(C(=C2)NS(=O)(=O)C)OC2=CC=CC=C2 (2-ethoxycarbonyl-7-methylsulfonylamino-6-phenoxy-4H-1-benzopyran-4-one). The yield is 56.0%. Reaction SMILES: [OH:1][C:2]1[CH:7]=[C:6]([NH:8][S:9]([CH3:12])(=[O:11])=[O:10])[C:5]([O:13][C:14]2[CH:19]=[CH:18][CH:17]=[CH:16][CH:15]=2)=[CH:4][C:3]=1[C:20]([CH3:22])=[O:21].[C:23](OCC)(=O)[C:24]([O:26][CH2:27][CH3:28])=[O:25].[H-].[Na+].Cl>C(O)C>[CH2:27]([O:26][C:24]([C:23]1[O:1][C:2]2[CH:7]=[C:6]([NH:8][S:9]([CH3:12])(=[O:11])=[O:10])[C:5]([O:13][C:14]3[CH:19]=[CH:18][CH:17]=[CH:16][CH:15]=3)=[CH:4][C:3]=2[C:20](=[O:21])[CH:22]=1)=[O:25])[CH3:28] |f:2.3|. Procedure details: 5.0 g of methyl 2-hydroxy-4-methylsulfonylamino-5-phenoxyphenyl ketone was suspended in 85 ml of ethanol. Thereto was added 4.5 ml of diethyl oxalate. Further, 3.1 g of sodium hydride (purity: 60%) was added thereto in portions in 10 minutes. The mixture was refluxed for 1.5 hours. The reaction mixture was introduced into 300 ml of ice water. The resulting mixture was adjusted to pH 2 with 4N hydrochloric acid. The resulting crystal was collected by filtration and then suspended in 50 ml of acet... Reactants: N1=C(N=C2C1=CC=CC=C2)N2CCN(CC2)C=O (4-(cycloheptimidazol-2-yl)-1-piperazinecarboxaldehyde), Cl (hydrogen chloride). Run in C(C)O (ethanol). Run at time 18 hour. The product is N1(CCNCC1)C=1N=C2C(N1)=CC=CC=C2 (2-(1-Piperazinyl)cycloheptimidazole), hydrochloride salt. Reaction SMILES: [N:1]1[C:5]2=[CH:6][CH:7]=[CH:8][CH:9]=[CH:10][C:4]2=[N:3][C:2]=1[N:11]1[CH2:16][CH2:15][N:14](C=O)[CH2:13][CH2:12]1.Cl>C(O)C>[N:11]1([C:2]2[N:3]=[C:4]3[CH:10]=[CH:9][CH:8]=[CH:7][CH:6]=[C:5]3[N:1]=2)[CH2:16][CH2:15][NH:14][CH2:13][CH2:12]1. Reported procedure: A solution of 4-(cycloheptimidazol-2-yl)-1-piperazinecarboxaldehyde (38 g) in a solution of 500 ml of 2 N hydrogen chloride in ethanol was refluxed for 6 hr and allowed to stand at room temperature for 18 hr. The precipitate was collected and dried to give the title compound as the hydrochloride salt (31 g): mp>280° C. and nmr (DMSO-d6) δ 3.37 (t, 4H), 4.3 (t, 4H), 8.4 (m, 5H) and 10.0 (s, 2H). Starting materials: C(CC)(=O)N1C(OC2=C1C=CC=C2)=O (N-propionyl-2-benzoxazolone), C(=O)C=C (acrolein). Product: C[C@@H](C(=O)N1C(OC2=C1C=CC=C2)=O)[C@H](C=C)O ((±)-N-[(2R*,3S*)-(2-methyl-3-hydroxy-4-pentenoyl)]-2-benzoxazolone). Reaction SMILES: [C:1]([N:5]1[C:9]2[CH:10]=[CH:11][CH:12]=[CH:13][C:8]=2[O:7][C:6]1=[O:14])(=[O:4])[CH2:2][CH3:3].[CH:15]([CH:17]=[CH2:18])=[O:16]>>[CH3:3][C@H:2]([C@@H:15]([OH:16])[CH:17]=[CH2:18])[C:1]([N:5]1[C:9]2[CH:10]=[CH:11][CH:12]=[CH:13][C:8]=2[O:7][C:6]1=[O:14])=[O:4]. Procedure: This compound was prepared according to the procedure of paragraph C, by reaction of N-propionyl-2-benzoxazolone with acrolein. 1H-NMR (CDCl3, 400 MHz) δ 8.06 (m, 1 H), 7.27–7.20 (m, 2 H), 5.91 (ddd, J=17,10, 5 Hz). 5.37 (dt, J=1, 17 Hz, 1 H), 5.24 (dt, J=1, 10 Hz, 1 H), 4.60 (m, 1 H), 4.06 (dq, J=3, 6 Hz, 1 H), 2.62 (d, J=4 Hz, 1 H), 1.30 (d, 6 Hz, 3 H). 13C-NMR (CDCl3, 100 MHz) δ 175.4, 151.1, 142.2, 137.2, 127.7, 125.5, 124.9, 116.6, 116.2, 109.9, 72.7, 44.0, 10.7. Starting materials: BrC1=CC=C(C=C1)CCCCC (1 -bromo-4-pentylbenzene), C([O-])([O-])=O.[Na+].[Na+] (sodium carbonate), FC1=NC(=CC=C1B(O)O)C1=CC=C(C=C1)CCCCCCCCC (2-fluoro-6-(4-nonylphenyl)pyridine-3-boronic acid), C(C)O (ethanol). The reagents and catalysts are C=1C=CC(=CC1)[P](C=2C=CC=CC2)(C=3C=CC=CC3)[Pd]([P](C=4C=CC=CC4)(C=5C=CC=CC5)C=6C=CC=CC6)([P](C=7C=CC=CC7)(C=8C=CC=CC8)C=9C=CC=CC9)[P](C=1C=CC=CC1)(C=1C=CC=CC1)C=1C=CC=CC1 (tetrakis(triphenylphosphine)palladium(0)). Procedure details: A solution of 40 mmol of 1 -bromo-4-pentylbenzene in 90 ml of toluene is admixed with 44 mmol of 2-fluoro-6-(4-nonylphenyl)pyridine-3-boronic acid, 45 ml of ethanol, a solution of 80 mmol of sodium carbonate in 45 ml of water and 0.4 mmol of tetrakis(triphenylphosphine)palladium(0) at room temperature. The mixture is heated at the boil for 5 h. After cooling, the phases are separated, the aqueous phase is extracted with tert-butyl methyl ether and the combined organic phases are washed with wate... Run in C1(=CC=CC=C1)C (toluene), O (water). Yields the product FC1=NC(=CC=C1C1=CC=C(C=C1)CCCCC)C1=CC=C(C=C1)CCCCCCCCC (2-fluoro-6-(4-nonylphenyl)-3-(4-pentylphenyl)pyridine). As a reaction SMILES: Br[C:2]1[CH:7]=[CH:6][C:5]([CH2:8][CH2:9][CH2:10][CH2:11][CH3:12])=[CH:4][CH:3]=1.[F:13][C:14]1[C:19](B(O)O)=[CH:18][CH:17]=[C:16]([C:23]2[CH:28]=[CH:27][C:26]([CH2:29][CH2:30][CH2:31][CH2:32][CH2:33][CH2:34][CH2:35][CH2:36][CH3:37])=[CH:25][CH:24]=2)[N:15]=1.C(O)C.C(=O)([O-])[O-].[Na+].[Na+]>C1(C)C=CC=CC=1.O.C1C=CC([P]([Pd]([P](C2C=CC=CC=2)(C2C=CC=CC=2)C2C=CC=CC=2)([P](C2C=CC=CC=2)(C2C=CC=CC=2)C2C=CC=CC=2)[P](C2C=CC=CC=2)(C2C=CC=CC=2)C2C=CC=CC=2)(C2C=CC=CC=2)C2C=CC=CC=2)=CC=1>[F:13][C:14]1[C:19]([C:2]2[CH:7]=[CH:6][C:5]([CH2:8][CH2:9][CH2:10][CH2:11][CH3:12])=[CH:4][CH:3]=2)=[CH:18][CH:17]=[C:16]([C:23]2[CH:24]=[CH:25][C:26]([CH2:29][CH2:30][CH2:31][CH2:32][CH2:33][CH2:34][CH2:35][CH2:36][CH3:37])=[CH:27][CH:28]=2)[N:15]=1 |f:3.4.5,^1:58,60,79,98|.